Dataset: the Open Reaction Database (ORD), a public repository of structured organic reaction records. Task: describe an organic reaction: reactants, conditions, products, and yield Starting materials: C(CCC)(=O)C(C(=O)OCC)=CNC1=C(C=C(C=C1)O)OC (Ethyl 2-butyryl-3-(4-hydroxy-2-methoxyphenylamino)acrylate), N1=CC=CC=C1 (pyridine), C(C1=CC=CC=C1)(=O)Cl (Benzoyl chloride). The solvent is ClCCl (dichloromethane), ClCCl (dichloromethane). Conditions: time 8 hour. Yields the product C(CCC)(=O)C(C(=O)OCC)=CNC1=C(C=C(C=C1)OC(C1=CC=CC=C1)=O)OC (ethyl 2-butyryl-3-(4-benzoyloxy-2-methoxyphenyl-amino)acrylate). The yield is 52.0%. Reaction SMILES: [C:1]([C:6](=[CH:12][NH:13][C:14]1[CH:19]=[CH:18][C:17]([OH:20])=[CH:16][C:15]=1[O:21][CH3:22])[C:7]([O:9][CH2:10][CH3:11])=[O:8])(=[O:5])[CH2:2][CH2:3][CH3:4].N1C=CC=CC=1.[C:29](Cl)(=[O:36])[C:30]1[CH:35]=[CH:34][CH:33]=[CH:32][CH:31]=1>ClCCl>[C:1]([C:6](=[CH:12][NH:13][C:14]1[CH:19]=[CH:18][C:17]([O:20][C:29](=[O:36])[C:30]2[CH:35]=[CH:34][CH:33]=[CH:32][CH:31]=2)=[CH:16][C:15]=1[O:21][CH3:22])[C:7]([O:9][CH2:10][CH3:11])=[O:8])(=[O:5])[CH2:2][CH2:3][CH3:4]. Reported procedure: Ethyl 2-butyryl-3-(4-hydroxy-2-methoxyphenylamino)acrylate (34.5 g) and pyridine (100 ml) were stirred in dichloromethane (500 ml) at 0°-5°. Benzoyl chloride (20 ml) in dichloromethane (100 ml) was added dropwise (below 10°) and the mixture was stirred overnight at room temperature. The reaction mixture was washed successively with water, 2M HCl (×2) and sodium hydrogen carbonate solution (×2). The organic layer was dried, filtered and evaporated to an oil which crystallized on standing to give ... Starting materials: OBO, O=C1Cc2cc(Br)ccc2N1, CCO, Cc1ccccc1, CCOC(C)=O, ClCCl, [Na+], [Na+], O=C([O-])[O-], c1ccccc1, c1ccc(P(c2ccccc2)(c2ccccc2)[Pd](P(c2ccccc2)(c2ccccc2)c2ccccc2)(P(c2ccccc2)(c2ccccc2)c2ccccc2)P(c2ccccc2)(c2ccccc2)c2ccccc2)cc1. Yields the product O=C1Cc2cc(-c3ccccc3)ccc2N1. RXN SMILES: [BH:21]([OH:22])[OH:23].[Br:1][c:2]1[cH:3][c:4]2[c:8]([cH:9][cH:10]1)[NH:7][C:6](=[O:11])[CH2:5]2.[CH3:12][CH2:13][OH:14].[CH3:30][c:31]1[cH:32][cH:33][cH:34][cH:35][cH:36]1.[CH3:37][CH2:38][O:39][C:40](=[O:41])[CH3:42].[Cl:120][CH2:121][Cl:122].[Na+:15].[Na+:16].[O-:17][C:18](=[O:19])[O-:20].[cH:24]1[cH:25][cH:26][cH:27][cH:28][cH:29]1.[cH:43]1[cH:44][cH:45][c:46]([P:47]([Pd:48]([P:49]([c:50]2[cH:51][cH:52][cH:53][cH:54][cH:55]2)([c:56]2[cH:57][cH:58][cH:59][cH:60][cH:61]2)[c:62]2[cH:63][cH:64][cH:65][cH:66][cH:67]2)([P:68]([c:69]2[cH:70][cH:71][cH:72][cH:73][cH:74]2)([c:75]2[cH:76][cH:77][cH:78][cH:79][cH:80]2)[c:81]2[cH:82][cH:83][cH:84][cH:85][cH:86]2)[P:87]([c:88]2[cH:89][cH:90][cH:91][cH:92][cH:93]2)([c:94]2[cH:95][cH:96][cH:97][cH:98][cH:99]2)[c:100]2[cH:101][cH:102][cH:103][cH:104][cH:105]2)([c:106]2[cH:107][cH:108][cH:109][cH:110][cH:111]2)[c:112]2[cH:113][cH:114][cH:115][cH:116][cH:117]2)[cH:118][cH:119]1>>[c:2]1(-[c:24]2[cH:25][cH:26][cH:27][cH:28][cH:29]2)[cH:3][c:4]2[c:8]([cH:9][cH:10]1)[NH:7][C:6](=[O:11])[CH2:5]2.